From a dataset of the Open Reaction Database (ORD), a public repository of structured organic reaction records. describe an organic reaction: reactants, conditions, products, and yield The reactants are BrC1=CC=C(S1)C(C)=O (1-(5-Bromothiophen-2-yl)ethanone), BrBr (bromine). The solvent is C(C)(=O)O (acetic acid), C(C)(=O)O (acetic acid). Conditions: time 8 hour. The product is BrCC(=O)C=1SC(=CC1)Br (2-Bromo-1-(5-bromothiophen-2-yl)ethanone). As a reaction SMILES: [Br:1][C:2]1[S:6][C:5]([C:7](=[O:9])[CH3:8])=[CH:4][CH:3]=1.[Br:10]Br>C(O)(=O)C>[Br:10][CH2:8][C:7]([C:5]1[S:6][C:2]([Br:1])=[CH:3][CH:4]=1)=[O:9]. Reported procedure: 1-(5-Bromothiophen-2-yl)ethanone (1 g, 4.87 mmol) was dissolved in glacial acetic acid (5 mL) and treated with bromine (0.25 mL) in acetic acid (2 mL) added dropwise. The reaction was stirred at ambient temperature overnight. The volatiles were removed in vacuo while care was taken so as to keep the bath temperature under 40° C. The residue was dissolved in dichloromethane, washed with saturated aqueous sodium bicarbonate, water and brine. The organic layer was then dried with sodium sulfate, co... Reactants: [Cl-], [F-], O=C(Cl)C(F)(F)C(F)(F)C(F)(F)C(F)(F)C(F)(F)C(F)(F)C(F)(F)F, C[Si]1(C)O[Si](C)(C)O[Si](C)(CCCO)O[Si](C)(C)O1, c1ccncc1. Product: C[Si]1(C)O[Si](C)(C)O[Si](C)(CCCOC(=O)C(F)(F)C(F)(F)C(F)(F)C(F)(F)C(F)(F)C(F)(F)C(F)(F)F)O[Si](C)(C)O1. RXN SMILES: [Cl-:52].[F-:51].[F:26][C:27]([C:28](=[O:29])[Cl:30])([C:31]([C:32]([C:33]([C:34]([C:35]([C:36]([F:37])([F:38])[F:39])([F:40])[F:41])([F:42])[F:43])([F:44])[F:45])([F:46])[F:47])([F:48])[F:49])[F:50].[OH:1][CH2:2][CH2:3][CH2:4][Si:5]1([CH3:19])[O:6][Si:7]([CH3:17])([CH3:18])[O:8][Si:9]([CH3:15])([CH3:16])[O:10][Si:11]([CH3:13])([CH3:14])[O:12]1.[cH:20]1[cH:21][cH:22][n:23][cH:24][cH:25]1>>[O:1]([CH2:2][CH2:3][CH2:4][Si:5]1([CH3:19])[O:6][Si:7]([CH3:17])([CH3:18])[O:8][Si:9]([CH3:15])([CH3:16])[O:10][Si:11]([CH3:13])([CH3:14])[O:12]1)[C:28]([C:27]([F:26])([C:31]([C:32]([C:33]([C:34]([C:35]([C:36]([F:37])([F:38])[F:39])([F:40])[F:41])([F:42])[F:43])([F:44])[F:45])([F:46])[F:47])([F:48])[F:49])[F:50])=[O:29]. Reactants: C(C)(C)N(CC)C(C)C (diisopropylethylamine), COC(=O)C=1N=C2N(C(C1OC(C)=O)=O)C1=C(N2CCN2CCNCC2)C=CC=C1 (3-Acetoxy-4-oxo-10-(2-piperazin-1-yl-ethyl)-4,10-dihydro-benzo[4,5]imidazo[1,2-a]pyrimidine-2-carboxylic acid methyl ester), COCCl (methoxymethyl chloride). Run in ClCCl (Dichloromethane). Conditions: time 24 hour. Yields the product COC(=O)C=1N=C2N(C(C1OC(C)=O)=O)C1=C(N2CCN2CCN(CC2)COC)C=CC=C1 (3-Acetoxy-10-[2-(4-methoxymethyl-piperazin-1-yl)-ethyl]-4-oxo-4,10-dihydro-benzo[4,5]imidazo[1,2-a]pyrimidine-2-carboxylic acid methyl ester). The yield is 27.9%. Reaction SMILES: [CH3:1][O:2][C:3]([C:5]1[N:6]=[C:7]2[N:18]([CH2:19][CH2:20][N:21]3[CH2:26][CH2:25][NH:24][CH2:23][CH2:22]3)[C:17]3[CH:27]=[CH:28][CH:29]=[CH:30][C:16]=3[N:8]2[C:9](=[O:15])[C:10]=1[O:11][C:12](=[O:14])[CH3:13])=[O:4].C(N(C(C)C)CC)(C)C.[CH3:40][O:41][CH2:42]Cl>ClCCl>[CH3:1][O:2][C:3]([C:5]1[N:6]=[C:7]2[N:18]([CH2:19][CH2:20][N:21]3[CH2:22][CH2:23][N:24]([CH2:40][O:41][CH3:42])[CH2:25][CH2:26]3)[C:17]3[CH:27]=[CH:28][CH:29]=[CH:30][C:16]=3[N:8]2[C:9](=[O:15])[C:10]=1[O:11][C:12](=[O:14])[CH3:13])=[O:4]. Procedure details: 3-Acetoxy-4-oxo-10-(2-piperazin-1-yl-ethyl)-4,10-dihydro-benzo[4,5]imidazo[1,2-a]pyrimidine-2-carboxylic acid methyl ester (Example 15.3) (97 mg, 0.235 mmol) was dissolved in Dichloromethane (1 mL) and to it was added diisopropylethylamine (95 μL, 0.52 mmol), followed by methoxymethyl chloride (20 L, 0.258 mmol). The reaction was stirred at room temperature for 24 h before the solvents were evaporated and the residue purified by column chromatography (98:1.5:0.5 dichloromethane:methanol:aqueous ... The reactants are Cl (hydrochloric acid), FC1=CC=C(C=C1)[C@@](CN1N=CN=C1)([C@@H](C)S[C@@H]1CO[C@@H](OC1)C1=CC=CC=C1)O ((2R,3R)-2-(4-fluorophenyl)-3-[(cis-2-phenyl-1,3-dioxan-5-yl)thio]-1-(1H-1,2,4-triazol-1-yl)-2-butanol), C(O)([O-])=O.[Na+] (sodium hydrogen carbonate). Run in CO (methanol). Reaction conditions: time 16 hour. Yields the product FC1=CC=C(C=C1)[C@@](CN1N=CN=C1)([C@@H](C)SC(CO)CO)O ((2R,3R)-2-(4-fluorophenyl)-3-[[1-(hydroxymethyl)-2-hydroxyethyl]thio]-1-(1H-1,2,4-triazol-1-yl)-2-butanol). Yield: 87.5%. Reaction SMILES: Cl.[F:2][C:3]1[CH:8]=[CH:7][C:6]([C@:9]([OH:31])([C@H:16]([S:18][C@H:19]2[CH2:24][O:23][C@@H](C3C=CC=CC=3)[O:21][CH2:20]2)[CH3:17])[CH2:10][N:11]2[CH:15]=[N:14][CH:13]=[N:12]2)=[CH:5][CH:4]=1.C(=O)([O-])O.[Na+]>CO>[F:2][C:3]1[CH:8]=[CH:7][C:6]([C@:9]([OH:31])([C@H:16]([S:18][CH:19]([CH2:20][OH:21])[CH2:24][OH:23])[CH3:17])[CH2:10][N:11]2[CH:15]=[N:14][CH:13]=[N:12]2)=[CH:5][CH:4]=1 |f:2.3|. Reported procedure: 1 ml (12 mmol) of 12 N hydrochloric acid were added to a solution of 3.1 g (7.2 mmol) of (2R,3R)-2-(4-fluorophenyl)-3-[(cis-2-phenyl-1,3-dioxan-5-yl)thio]-1-(1H-1,2,4-triazol-1-yl)-2-butanol [prepared as described in Step 6(ii) above] in 39 ml of methanol. The resulting mixture was stirred at ambient temperature for 16 hours. At the end of this time, an aqueous sodium hydrogen carbonate solution was carefully added to the reaction mixture until the solution became weakly alkaline. Most of the me... Yields the product COC[C@@H](C(=O)OC)N1C(C2=CC=C(C=C2C1)C1=CC=C(C=C1)NC(=O)NC1=CC(=CC=C1)C(F)(F)F)=O ((S)-Methyl 3-methoxy-2-(1-oxo-5-(4-(3-(3-(trifluoromethyl)phenyl)ureido)phenyl)isoindolin-2-yl)propanoate). As a reaction SMILES: C[CH:2](C)[C@@H:3]([N:8]1[CH2:16][C:15]2[C:10](=[CH:11][CH:12]=[C:13]([C:17]3[CH:22]=[CH:21][C:20]([NH:23][C:24]([NH:26][C:27]4[CH:32]=[CH:31][CH:30]=[C:29]([C:33]([F:36])([F:35])[F:34])[CH:28]=4)=[O:25])=[CH:19][CH:18]=3)[CH:14]=2)[C:9]1=[O:37])[C:4]([O:6][CH3:7])=[O:5].BrC1C=C2C(=CC=1)[C:45](=[O:49])N([C@@H](COC)C(OC)=O)C2.CC1(C)C(C)(C)OB(C2C=CC(NC(NC3C=CC=C(C(F)(F)F)C=3)=O)=CC=2)O1>C1C=CC(P(C2C=CC=CC=2)[C-]2C=CC=C2)=CC=1.C1C=CC(P(C2C=CC=CC=2)[C-]2C=CC=C2)=CC=1.Cl[Pd]Cl.[Fe+2].C(Cl)Cl>[CH3:45][O:49][CH2:2][C@H:3]([N:8]1[CH2:16][C:15]2[C:10](=[CH:11][CH:12]=[C:13]([C:17]3[CH:22]=[CH:21][C:20]([NH:23][C:24]([NH:26][C:27]4[CH:32]=[CH:31][CH:30]=[C:29]([C:33]([F:34])([F:36])[F:35])[CH:28]=4)=[O:25])=[CH:19][CH:18]=3)[CH:14]=2)[C:9]1=[O:37])[C:4]([O:6][CH3:7])=[O:5] |f:3.4.5.6|. The reagents and catalysts are C1=CC=C(C=C1)P([C-]2C=CC=C2)C3=CC=CC=C3.C1=CC=C(C=C1)P([C-]2C=CC=C2)C3=CC=CC=C3.Cl[Pd]Cl.[Fe+2] (Pd(dppf)Cl2). Reactants: CC([C@H](C(=O)OC)N1C(C2=CC=C(C=C2C1)C1=CC=C(C=C1)NC(=O)NC1=CC(=CC=C1)C(F)(F)F)=O)C ((R)-Methyl 3-methyl-2-(1-oxo-5-(4-(3-(3-(trifluoromethyl)phenyl)ureido)phenyl)isoindolin-2-yl)butanoate), BrC=1C=C2CN(C(C2=CC1)=O)[C@H](C(=O)OC)COC ((S)-Methyl 2-(5-bromo-1-oxoisoindolin-2-yl)-3-methoxypropanoate), CC1(OB(OC1(C)C)C1=CC=C(C=C1)NC(=O)NC1=CC(=CC=C1)C(F)(F)F)C (1-(4-(4,4,5,5-Tetramethyl-1,3,2-dioxaborolan-2-yl)phenyl)-3-(3-(trifluoro methyl)phenyl)urea), compound, compound. Procedure: The compound of example 384 was prepared analogous to compound of example 360 by reaction of the compound of example 383, compound of example 357 and Pd(dppf)Cl2: CH2Cl2. The compound of example 384 was directly used for the preparation of compound of example 385 without purification. Run in C(Cl)Cl (CH2Cl2). Starting materials: C(C)(=O)O[BH-](OC(C)=O)OC(C)=O (triacetoxyborohydride), NC=1C=C2CN(C(C2=CC1)=O)CCCC (5-Amino-2-butylisoindolin-1-one), C(C1=CC=CC=C1)NC1=CC=NC=C1C=O (4-(benzylamino)nicotinaldehyde), C(C)(=O)O[BH-](OC(C)=O)OC(C)=O.[Na+] (Sodium triacetoxyborohydride), C(=O)(O)[O-].[Na+] (NaHCO3). Solvent: O (water), C(C)(=O)O (acetic acid). Run at time 2 day. Product: C(C1=CC=CC=C1)NC1=C(C=NC=C1)CNC=1C=C2CN(C(C2=CC1)=O)CCCC (5-((4-(benzylamino)pyridin-3-yl)methylamino)-2-butylisoindolin-1-one). The yield is 16.9%. As a reaction SMILES: [NH2:1][C:2]1[CH:3]=[C:4]2[C:8](=[CH:9][CH:10]=1)[C:7](=[O:11])[N:6]([CH2:12][CH2:13][CH2:14][CH3:15])[CH2:5]2.[CH2:16]([NH:23][C:24]1[C:29]([CH:30]=O)=[CH:28][N:27]=[CH:26][CH:25]=1)[C:17]1[CH:22]=[CH:21][CH:20]=[CH:19][CH:18]=1.C(O[BH-](OC(=O)C)OC(=O)C)(=O)C.[Na+].C(O[BH-](OC(=O)C)OC(=O)C)(=O)C.C([O-])(O)=O.[Na+]>C(O)(=O)C.O>[CH2:16]([NH:23][C:24]1[CH:25]=[CH:26][N:27]=[CH:28][C:29]=1[CH2:30][NH:1][C:2]1[CH:3]=[C:4]2[C:8](=[CH:9][CH:10]=1)[C:7](=[O:11])[N:6]([CH2:12][CH2:13][CH2:14][CH3:15])[CH2:5]2)[C:17]1[CH:18]=[CH:19][CH:20]=[CH:21][CH:22]=1 |f:2.3,5.6|. Procedure: 5-Amino-2-butylisoindolin-1-one (48.1 mg, 0.236 mmol) was added to a solution of 4-(benzylamino)nicotinaldehyde (50 mg, 0.236 mmol) in acetic acid (0.5 mL). Sodium triacetoxyborohydride (100 mg, 0.471 mmol) was added and the reaction mixture was stirred for 2 days. After the addition of more triacetoxyborohydride (50 mg, 0.235 mmol) and stirring for 6 h, water and sat aqueous NaHCO3 solution were added. The mixture was extracted with EtOAc, the combined org. layers washed with water and dried (M... The reactants are CS(C)=O, CCN(C(C)C)C(C)C, O=C(Cl)C(=O)Cl, ClCCl, CC(C)(C)OC(=O)NC1CCC(OCC(O)c2ccccc2)C(F)C1. Product: CC(C)(C)OC(=O)NC1CCC(OCC(=O)c2ccccc2)C(F)C1. RXN SMILES: [CH3:7][S:8]([CH3:9])=[O:10].[CH:36]([N:37]([CH:38]([CH3:39])[CH3:40])[CH2:41][CH3:42])([CH3:43])[CH3:44].[Cl:1][C:2]([C:3]([Cl:4])=[O:5])=[O:6].[Cl:45][CH2:46][Cl:47].[F:11][CH:12]1[CH2:13][CH:14]([NH:28][C:29]([O:30][C:31]([CH3:32])([CH3:33])[CH3:34])=[O:35])[CH2:15][CH2:16][CH:17]1[O:18][CH2:19][CH:20]([c:21]1[cH:22][cH:23][cH:24][cH:25][cH:26]1)[OH:27]>>[F:11][CH:12]1[CH2:13][CH:14]([NH:28][C:29]([O:30][C:31]([CH3:32])([CH3:33])[CH3:34])=[O:35])[CH2:15][CH2:16][CH:17]1[O:18][CH2:19][C:20]([c:21]1[cH:22][cH:23][cH:24][cH:25][cH:26]1)=[O:27]. RXN SMILES: [C:1](=[O:2])([O-:3])[O-:4].[CH3:27][c:28]1[c:29]([NH:36][C:37]([CH2:38][Cl:39])=[O:40])[c:30]([CH3:35])[cH:31][c:32]([CH3:34])[cH:33]1.[CH3:41][CH2:42][O:43][C:44](=[O:45])[CH3:46].[CH3:47][N:48]([CH3:49])[CH:50]=[O:51].[Cl:7][c:8]1[cH:9][cH:10][c:11]([CH:12]([c:13]2[cH:14][cH:15][cH:16][cH:17][cH:18]2)[N:19]2[CH2:20][CH2:21][NH:22][CH2:23][CH2:24]2)[cH:25][cH:26]1.[K+:5].[K+:6]>>[Cl:7][c:8]1[cH:9][cH:10][c:11]([CH:12]([c:13]2[cH:14][cH:15][cH:16][cH:17][cH:18]2)[N:19]2[CH2:20][CH2:21][N:22]([CH2:38][C:37]([NH:36][c:29]3[c:28]([CH3:27])[cH:33][c:32]([CH3:34])[cH:31][c:30]3[CH3:35])=[O:40])[CH2:23][CH2:24]2)[cH:25][cH:26]1. The product is Cc1cc(C)c(NC(=O)CN2CCN(C(c3ccccc3)c3ccc(Cl)cc3)CC2)c(C)c1. Reactants: O=C([O-])[O-], Cc1cc(C)c(NC(=O)CCl)c(C)c1, CCOC(C)=O, CN(C)C=O, Clc1ccc(C(c2ccccc2)N2CCNCC2)cc1, [K+], [K+].